Dataset: the Open Reaction Database (ORD), a public repository of structured organic reaction records. Task: describe an organic reaction: reactants, conditions, products, and yield As a reaction SMILES: [CH3:40][CH2:41][OH:42].[N:36].[NH2:38][NH2:39].[O:1]=[C:2]1[N:3]([CH2:12][CH2:13][NH:14][c:15]2[cH:16][cH:17][c:18](-[c:21]3[cH:22][cH:23][cH:24][c:25]4[n:26]3[n:27][c:28]([NH:30][C:31](=[O:32])[CH:33]3[CH2:34][CH2:35]3)[n:29]4)[cH:19][cH:20]2)[C:10](=[O:11])[c:5]2[c:4]1[cH:9][cH:8][cH:7][cH:6]2.[OH2:37]>>[NH2:3][CH2:12][CH2:13][NH:14][c:15]1[cH:16][cH:17][c:18](-[c:21]2[cH:22][cH:23][cH:24][c:25]3[n:26]2[n:27][c:28]([NH:30][C:31](=[O:32])[CH:33]2[CH2:34][CH2:35]2)[n:29]3)[cH:19][cH:20]1. Starting materials: CCO, N, NN, O=C(Nc1nc2cccc(-c3ccc(NCCN4C(=O)c5ccccc5C4=O)cc3)n2n1)C1CC1, O. Yields the product NCCNc1ccc(-c2cccc3nc(NC(=O)C4CC4)nn23)cc1. Starting materials: ClC1=C(C2=C(CCN(CC2)C(C(F)(F)F)=O)C=C1)OS(=O)(=O)C(F)(F)F (7-chloro-3-(2,2,2-trifluoroacetyl)-6-trifluoromethanesulfonyloxy-2,3,4,5-tetrahydro-1H-benzo[d]azepine), CC1(CC(CCC1)OC1=CC=C(CN)C=C1)C ((±)-4-(3,3-dimethyl-cyclohexyloxy)-benzylamine). Run in O1CCOCC1 (1,4-dioxane). Product: ClC1=C(C2=C(CCN(CC2)C(C(F)(F)F)=O)C=C1)NCC1=CC=C(C=C1)OC1CC(CCC1)(C)C ((±)-7-chloro-6-[4-(3,3-dimethyl-cyclohexyloxy)-benzylamino]-3-(2,2,2-trifluoroacetyl)-2,3,4,5-tetrahydro-1H-benzo[d]azepine). The yield is 49.0%. Reaction SMILES: [Cl:1][C:2]1[CH:18]=[CH:17][C:5]2[CH2:6][CH2:7][N:8]([C:11](=[O:16])[C:12]([F:15])([F:14])[F:13])[CH2:9][CH2:10][C:4]=2[C:3]=1OS(C(F)(F)F)(=O)=O.[CH3:27][C:28]1([CH3:43])[CH2:33][CH2:32][CH2:31][CH:30]([O:34][C:35]2[CH:42]=[CH:41][C:38]([CH2:39][NH2:40])=[CH:37][CH:36]=2)[CH2:29]1>O1CCOCC1>[Cl:1][C:2]1[CH:18]=[CH:17][C:5]2[CH2:6][CH2:7][N:8]([C:11](=[O:16])[C:12]([F:15])([F:14])[F:13])[CH2:9][CH2:10][C:4]=2[C:3]=1[NH:40][CH2:39][C:38]1[CH:41]=[CH:42][C:35]([O:34][CH:30]2[CH2:31][CH2:32][CH2:33][C:28]([CH3:43])([CH3:27])[CH2:29]2)=[CH:36][CH:37]=1. Procedure details: Use a method similar to the General Procedure 5-2 to couple 7-chloro-3-(2,2,2-trifluoroacetyl)-6-trifluoromethanesulfonyloxy-2,3,4,5-tetrahydro-1H-benzo[d]azepine (387 mg, 0.91 mmol) with (±)-4-(3,3-dimethyl-cyclohexyloxy)-benzylamine (233 mg, 1 mmol) in anhydrous 1,4-dioxane (14 mL). Purify the crude mixture by chromatography on silica gel eluting with cyclohexane/EtOAc (19:1 to 1:1 gradient) to obtain (±)-7-chloro-6-[4-(3,3-dimethyl-cyclohexyloxy)-benzylamino]-3-(2,2,2-trifluoroacetyl)-2,3,4,5... Starting materials: O (water), CCCCCC.C(CCC)[Li] (n-butyllithium hexane), C(C1=CC=CC=C1)OC1=C(C=CC=C1)Br (1-benzyloxy-2-bromobenzene), FC(C1=CC=C(C=O)C=C1)(F)F (4-trifluoromethylbenzaldehyde). Run in C1CCOC1 (THF). Reaction conditions: time 30 minute. Yields the product C(C1=CC=CC=C1)OC1=C(C=CC=C1)C(O)C1=CC=C(C=C1)C(F)(F)F ((2-Benzyloxyphenyl)-(4-trifluoromethyl-phenyl)methanol). Isolated yield 80.6%. RXN SMILES: CCCCCC.C([Li])CCC.[CH2:12]([O:19][C:20]1[CH:25]=[CH:24][CH:23]=[CH:22][C:21]=1Br)[C:13]1[CH:18]=[CH:17][CH:16]=[CH:15][CH:14]=1.[F:27][C:28]([F:38])([F:37])[C:29]1[CH:36]=[CH:35][C:32]([CH:33]=[O:34])=[CH:31][CH:30]=1.O>C1COCC1>[CH2:12]([O:19][C:20]1[CH:25]=[CH:24][CH:23]=[CH:22][C:21]=1[CH:33]([C:32]1[CH:31]=[CH:30][C:29]([C:28]([F:27])([F:37])[F:38])=[CH:36][CH:35]=1)[OH:34])[C:13]1[CH:18]=[CH:17][CH:16]=[CH:15][CH:14]=1 |f:0.1|. Reported procedure: In a nitrogen stream, an n-butyllithium hexane solution (2.44 M, 4.0 mL) was added dropwise to a solution of 1-benzyloxy-2-bromobenzene (2.6 g, 9.9 mmol) in THF (100 mL) at −78° C. and the reaction mixture was stirred at the same temperature for 30 minutes. To this solution, 4-trifluoromethylbenzaldehyde (1.6 g, 9.0 mmol) was added dropwise at −78° C. The reaction mixture was stirred at the same temperature for two hours, and then water was added thereto and the mixture was extracted with ethyl ... The solvent is O1CCOCC1 (1,4-dioxane), CO (MeOH), O (water), O1CCOCC1 (1,4-dioxane). Reactants: Cl (HCl), C1CCOC1 (THF), ClC1=C(NC(=C1Cl)C)C(=O)N[C@@H]1[C@@H](CN(CC1)C(=O)OC(C)(C)C)C(=O)OC (cis(±)1-tert-butyl 3-methyl 4-{[(3,4-dichloro-5-methyl-1H-pyrrol-2-yl)carbonyl]amino}piperidine-1,3-dicarboxylate), ClC1=C(NC(=C1Cl)C)C(=O)N[C@@H]1[C@@H](CN(CC1)C(=O)OC(C)(C)C)C(=O)OC (cis(±)1-tert-butyl 3-methyl 4-{[(3,4-dichloro-5-methyl-1H-pyrrol-2-yl)carbonyl]amino}piperidine-1,3-dicarboxylate), resultant mixture, [OH-].[Li+] (lithium hydroxide), Cl (HCl), Cl (HCl). Product: Cl.ClC1=C(NC(=C1Cl)C)C(=O)N[C@@H]1[C@@H](CNCC1)C(=O)O (Cis(±)4-{[(3,4-Dichloro-5-methyl-1H-pyrrol-2-yl)carbonyl]amino}piperidine-3-carboxylic acid hydrochloride). Conditions: temperature 0 celsius, time 2 hour. Reaction SMILES: C1COCC1.[Cl:6][C:7]1[C:11]([Cl:12])=[C:10]([CH3:13])[NH:9][C:8]=1[C:14]([NH:16][C@H:17]1[CH2:22][CH2:21][N:20](C(OC(C)(C)C)=O)[CH2:19][C@H:18]1[C:30]([O:32]C)=[O:31])=[O:15].[OH-].[Li+].Cl>O.O1CCOCC1.CO>[ClH:6].[Cl:6][C:7]1[C:11]([Cl:12])=[C:10]([CH3:13])[NH:9][C:8]=1[C:14]([NH:16][C@H:17]1[CH2:22][CH2:21][NH:20][CH2:19][C@H:18]1[C:30]([OH:32])=[O:31])=[O:15] |f:2.3,8.9|. Procedure details: THF (10 ml) and MeOH (8 ml) were added to cis(±)1-tert-butyl 3-methyl 4-{[(3,4-dichloro-5-methyl-1H-pyrrol-2-yl)carbonyl]amino}piperidine-1,3-dicarboxylate (Intermediate 46; 2.24 g). The resultant mixture was cooled to 0° C., and a solution of lithium hydroxide (0.37 g) in water (5 ml) at 0° C. was added dropwise via pipette, producing a clear, lightly yellow solution. The reaction was stirred at 0° C. for 2 h, stored overnight in a freezer without stirring, then stirred again at 0° C. for six h... Yields the product Cn1c(Nc2ccccc2)ncc(-c2ccc(Oc3ccnc4[nH]nc(-c5ccc(C(=O)N6CCOCC6)cc5)c34)c(F)c2)c1=O. Reaction SMILES: [F:1][c:2]1[cH:3][c:4](-[c:41]2[c:42](=[O:55])[n:43]([CH3:54])[c:44]([NH:47][c:48]3[cH:49][cH:50][cH:51][cH:52][cH:53]3)[n:45][cH:46]2)[cH:5][cH:6][c:7]1[O:8][c:9]1[c:10]2[c:11]([n:12][cH:13][cH:14]1)[n:15]([CH2:32][c:33]1[cH:34][cH:35][c:36]([O:37][CH3:38])[cH:39][cH:40]1)[n:16][c:17]2-[c:18]1[cH:19][cH:20][c:21]([C:24](=[O:25])[N:26]2[CH2:27][CH2:28][O:29][CH2:30][CH2:31]2)[cH:22][cH:23]1.[F:56][C:57]([F:58])([F:59])[C:60]([OH:61])=[O:62]>>[F:1][c:2]1[cH:3][c:4](-[c:41]2[c:42](=[O:55])[n:43]([CH3:54])[c:44]([NH:47][c:48]3[cH:49][cH:50][cH:51][cH:52][cH:53]3)[n:45][cH:46]2)[cH:5][cH:6][c:7]1[O:8][c:9]1[c:10]2[c:11]([n:12][cH:13][cH:14]1)[nH:15][n:16][c:17]2-[c:18]1[cH:19][cH:20][c:21]([C:24](=[O:25])[N:26]2[CH2:27][CH2:28][O:29][CH2:30][CH2:31]2)[cH:22][cH:23]1. The reactants are COc1ccc(Cn2nc(-c3ccc(C(=O)N4CCOCC4)cc3)c3c(Oc4ccc(-c5cnc(Nc6ccccc6)n(C)c5=O)cc4F)ccnc32)cc1, O=C(O)C(F)(F)F. Starting materials: Cc1ccccc1, CCOC(C)=O, OB(O)C1CC1, O=C1CCC(=O)c2ccc(I)cc2N1, [K+], [K+], [K+], N#N, CC(=O)[O-], CC(=O)[O-], O, O=P([O-])([O-])[O-], [Pd+2]. Product: O=C1CCC(=O)c2ccc(C3CC3)cc2N1. As a reaction SMILES: [CH3:31][c:32]1[cH:33][cH:34][cH:35][cH:36][cH:37]1.[CH3:48][CH2:49][O:50][C:51]([CH3:52])=[O:53].[CH:17]1([B:20]([OH:21])[OH:22])[CH2:18][CH2:19]1.[I:1][c:2]1[cH:3][c:4]2[c:5]([cH:13][cH:14]1)[C:6](=[O:12])[CH2:7][CH2:8][C:9](=[O:11])[NH:10]2.[K+:28].[K+:29].[K+:30].[N:15]#[N:16].[O-:40][C:41]([CH3:42])=[O:43].[O-:44][C:45]([CH3:46])=[O:47].[OH2:38].[P:23]([O-:24])([O-:25])([O-:26])=[O:27].[Pd+2:39]>>[c:2]1([CH:17]2[CH2:18][CH2:19]2)[cH:3][c:4]2[c:5]([cH:13][cH:14]1)[C:6](=[O:12])[CH2:7][CH2:8][C:9](=[O:11])[NH:10]2. Starting materials: O=C([O-])[O-], c1ccc2c3c([nH]c2c1)CNCC3, Cc1ccc(S(=O)(=O)OCC2CCN(C(=O)c3cccc(C)c3)CC2)cc1, CN(C)C=O, [K+], [K+]. Product: Cc1cccc(C(=O)N2CCC(CN3CCc4c([nH]c5ccccc45)C3)CC2)c1. Reaction SMILES: [C:41](=[O:42])([O-:43])[O-:44].[CH2:1]1[NH:2][CH2:3][CH2:4][c:5]2[c:6]1[nH:7][c:8]1[cH:9][cH:10][cH:11][cH:12][c:13]21.[CH3:14][c:15]1[cH:16][cH:17][c:18]([S:19]([O:20][CH2:25][CH:26]2[CH2:27][CH2:28][N:29]([C:32]([c:33]3[cH:34][c:35]([CH3:39])[cH:36][cH:37][cH:38]3)=[O:40])[CH2:30][CH2:31]2)(=[O:21])=[O:22])[cH:23][cH:24]1.[CH3:47][N:48]([CH3:49])[CH:50]=[O:51].[K+:45].[K+:46]>>[CH2:1]1[N:2]([CH2:25][CH:26]2[CH2:27][CH2:28][N:29]([C:32]([c:33]3[cH:34][c:35]([CH3:39])[cH:36][cH:37][cH:38]3)=[O:40])[CH2:30][CH2:31]2)[CH2:3][CH2:4][c:5]2[c:6]1[nH:7][c:8]1[cH:9][cH:10][cH:11][cH:12][c:13]21.